From a dataset of the Open Reaction Database (ORD), a public repository of structured organic reaction records. describe an organic reaction: reactants, conditions, products, and yield The reactants are COC1=C(CNC2=C(C=C(S2)C(=O)OC)[N+](=O)[O-])C=CC(=C1)OC (methyl 5-(2,4-dimethoxybenzylamino)-4-nitrothiophene-2-carboxylate). Solvent: C(Cl)Cl (CH2Cl2), C(=O)(C(F)(F)F)O (TFA). Yields the product NC1=C(C=C(S1)C(=O)OC)[N+](=O)[O-] (methyl 5-amino-4-nitrothiophene-2-carboxylate). Isolated yield 100.0%. As a reaction SMILES: COC1C=C(OC)C=CC=1C[NH:6][C:7]1[S:11][C:10]([C:12]([O:14][CH3:15])=[O:13])=[CH:9][C:8]=1[N+:16]([O-:18])=[O:17]>C(Cl)Cl.C(O)(C(F)(F)F)=O>[NH2:6][C:7]1[S:11][C:10]([C:12]([O:14][CH3:15])=[O:13])=[CH:9][C:8]=1[N+:16]([O-:18])=[O:17]. Procedure details: A solution of methyl 5-(2,4-dimethoxybenzylamino)-4-nitrothiophene-2-carboxylate 86 (40.3 mmol, 14.2 g) in CH2Cl2 (100 mL) and TFA (10 mL) was stirred overnight at rt. Reaction mixture was poured on ice and the precipitate was collected to give methyl 5-amino-4-nitrothiophene-2-carboxylate 87 (8.15 g, 100%). NMR (400 MHz, DMSO-d6) 3.77 (s, 3H), 7.75 (s, 1H), 9.06 (br s, 2H). The reactants are [BH4-], CC(=O)[O-], CC(=O)O, CS(C)=O, O=Cc1ccc(Oc2cccc(F)c2)nc1, C[N+](=O)[O-], [NH4+], [Na+], [Na+], O, O=C([O-])O. Yields the product O=[N+]([O-])CCc1ccc(Oc2cccc(F)c2)nc1. Reaction SMILES: [BH4-:26].[CH3:22][C:23](=[O:24])[O-:25].[CH3:34][C:35](=[O:36])[OH:37].[CH3:38][S:39](=[O:40])[CH3:41].[F:1][c:2]1[cH:3][c:4]([O:5][c:6]2[cH:7][cH:8][c:9]([CH:12]=[O:13])[cH:10][n:11]2)[cH:14][cH:15][cH:16]1.[N+:17](=[O:18])([O-:19])[CH3:20].[NH4+:21].[Na+:27].[Na+:28].[OH2:33].[OH:29][C:30](=[O:31])[O-:32]>>[F:1][c:2]1[cH:3][c:4]([O:5][c:6]2[cH:7][cH:8][c:9]([CH2:12][CH2:20][N+:17](=[O:18])[O-:19])[cH:10][n:11]2)[cH:14][cH:15][cH:16]1. The reactants are resultant mixture, ice water, [H][H] (hydrogen), [H-].[Na+] (sodium hydride), resultant solution, ClCOC (chloromethylmethylether), COC1=NC(=NC(=C1)OC)OC1=C(C(=O)O)C(=CC=C1)OC1=NC(=CC(=N1)OC)OC (2,6-bis[(4.6-dimethoxypyrimidin-2-yl)oxy]benzoic acid). The solvent is C(C)(=O)OCC (ethyl acetate), CN(C=O)C (N,N-dimethylformamide). The product is COC1=NC(=NC(=C1)OC)OC1=C(C(=O)OCOC)C(=CC=C1)OC1=NC(=CC(=N1)OC)OC (methoxymethyl 2,6-bis[(4,6-dimethoxypyrimidin-2-yl)oxy]benzoate). The yield is 60.2%. RXN SMILES: [CH3:1][O:2][C:3]1[CH:8]=[C:7]([O:9][CH3:10])[N:6]=[C:5]([O:11][C:12]2[CH:20]=[CH:19][CH:18]=[C:17]([O:21][C:22]3[N:27]=[C:26]([O:28][CH3:29])[CH:25]=[C:24]([O:30][CH3:31])[N:23]=3)[C:13]=2[C:14]([OH:16])=[O:15])[N:4]=1.[H-].[Na+].[H][H].Cl[CH2:37][O:38][CH3:39]>CN(C)C=O.C(OCC)(=O)C>[CH3:29][O:28][C:26]1[CH:25]=[C:24]([O:30][CH3:31])[N:23]=[C:22]([O:21][C:17]2[CH:18]=[CH:19][CH:20]=[C:12]([O:11][C:5]3[N:4]=[C:3]([O:2][CH3:1])[CH:8]=[C:7]([O:9][CH3:10])[N:6]=3)[C:13]=2[C:14]([O:16][CH2:37][O:38][CH3:39])=[O:15])[N:27]=1 |f:1.2|. Reported procedure: 1.5 g (3.5 mmol) of 2,6-bis[(4.6-dimethoxypyrimidin-2-yl)oxy]benzoic acid was dissolved in N,N-dimethylformamide, and 0.1 g of 60% sodium hydride was added to the resultant solution with stirring. After the generation of hydrogen ceased, 0.4 g of chloromethylmethylether was added to the solution and the resultant mixture was reacted at 100° C. for 3 hours. After completing the reaction, ice water and ethyl acetate were added to the reaction mixture, and the ethyl acetate layer was separated and ... The reactants are Cl (Hydrochloric acid), ClC1=C(C(=O)NCC23CC4CC(CC(C2)C4)C3)C=C(C=C1)SCC1(CCNCC1)C(=O)OC(C)(C)C (2-chloro-5-(4-[{1,1-dimethylethyl}oxycarbonyl]piperidin-4-ylmethylsulfanyl)-N-(tricyclo[3.3.1.13,7]dec-1-ylmethyl)-benzamide). The solvent is CO (methanol). The product is Cl.ClC1=C(C(=O)NCC23CC4CC(CC(C2)C4)C3)C=C(C=C1)SCC1CCNCC1 (2-Chloro-5-(piperidin-4-ylmethylsulfanyl)-N-(tricyclo[3.3.1.13,7]dec-1-ylmethyl)-benzamide, hydrochloride salt). Isolated yield 193.3%. As a reaction SMILES: Cl.[Cl:2][C:3]1[CH:22]=[CH:21][C:20]([S:23][CH2:24][C:25]2(C(OC(C)(C)C)=O)[CH2:30][CH2:29][NH:28][CH2:27][CH2:26]2)=[CH:19][C:4]=1[C:5]([NH:7][CH2:8][C:9]12[CH2:18][CH:13]3[CH2:14][CH:15]([CH2:17][CH:11]([CH2:12]3)[CH2:10]1)[CH2:16]2)=[O:6]>CO>[ClH:2].[Cl:2][C:3]1[CH:22]=[CH:21][C:20]([S:23][CH2:24][CH:25]2[CH2:30][CH2:29][NH:28][CH2:27][CH2:26]2)=[CH:19][C:4]=1[C:5]([NH:7][CH2:8][C:9]12[CH2:10][CH:11]3[CH2:12][CH:13]([CH2:14][CH:15]([CH2:17]3)[CH2:16]1)[CH2:18]2)=[O:6] |f:3.4|. Procedure: Hydrochloric acid (4N dioxane, 0.5 ml) was added to a solution of 2-chloro-5-(4-[{1,1-dimethylethyl}oxycarbonyl]piperidin-4-ylmethylsulfanyl)-N-(tricyclo[3.3.1.13,7]dec-1-ylmethyl)-benzamide (0.235 g, Example 58a) in methanol (10 ml). After 24 h the reaction mixture was concentrated, then triturated with ether to give the title compound (0.20 g). Starting materials: FC(C(=O)O)(F)F (Trifluoroacetic acid), C(C)(C)(C)OC(=O)N1CCC(CC1)CNS(=O)(=O)C1=NC=CC=C1 (N-{[1-(tert-butoxycarbonyl)-4-piperidyl]methyl}pyridine-2-sulphonamide). Solvent: ClCCl (dichloromethane). Conditions: time 1.5 hour. Yields the product FC(C(=O)O)(F)F.N1CCC(CC1)CNS(=O)(=O)C1=NC=CC=C1 (N-(4-piperidyl methyl)pyridine-2-sulphonamide trifluoroacetate). RXN SMILES: [F:1][C:2]([F:7])([F:6])[C:3]([OH:5])=[O:4].C(OC([N:15]1[CH2:20][CH2:19][CH:18]([CH2:21][NH:22][S:23]([C:26]2[CH:31]=[CH:30][CH:29]=[CH:28][N:27]=2)(=[O:25])=[O:24])[CH2:17][CH2:16]1)=O)(C)(C)C>ClCCl>[F:1][C:2]([F:7])([F:6])[C:3]([OH:5])=[O:4].[NH:15]1[CH2:20][CH2:19][CH:18]([CH2:21][NH:22][S:23]([C:26]2[CH:31]=[CH:30][CH:29]=[CH:28][N:27]=2)(=[O:24])=[O:25])[CH2:17][CH2:16]1 |f:3.4|. Reported procedure: Trifluoroacetic acid (10 ml) was added to a solution of N-{[1-(tert-butoxycarbonyl)-4-piperidyl]methyl}pyridine-2-sulphonamide (1.45 g) in dichloromethane (10 ml) and the mixture stirred at ambient temperature for 1.5 hours. The solvent was removed under reduced pressure to yield crude N-(4-piperidyl methyl)pyridine-2-sulphonamide trifluoroacetate. Reactants: ice water, S(O)(O)(=O)=O (sulfuric acid), C1(=CC=CC=C1)P(C1=CC=CC=C1)C1=CC=CC=C1 (triphenylphosphine), [OH-].[Na+] (sodium hydroxide), S(O)(O)(=O)=O (sulfuric acid). Solvent: CC(CC(C)=O)C (4-methyl-2-pentanone). Reaction conditions: temperature 25 celsius, time 12 hour. The product is C1(=CC=CC=C1)P(C=1C=C(C=CC1)S(=O)(=O)[O-])C1=CC=CC=C1.[Na+] (sodium 3-(diphenylphosphino)benzenesulfonate). As a reaction SMILES: [S:1](=[O:5])(=O)([OH:3])[OH:2].[C:6]1([P:12]([C:19]2[CH:24]=[CH:23][CH:22]=[CH:21][CH:20]=2)[C:13]2[CH:18]=[CH:17][CH:16]=[CH:15][CH:14]=2)[CH:11]=[CH:10][CH:9]=[CH:8][CH:7]=1.[OH-].[Na+:26]>CC(C)CC(=O)C>[C:19]1([P:12]([C:6]2[CH:7]=[CH:8][CH:9]=[CH:10][CH:11]=2)[C:13]2[CH:14]=[C:15]([S:1]([O-:3])(=[O:5])=[O:2])[CH:16]=[CH:17][CH:18]=2)[CH:20]=[CH:21][CH:22]=[CH:23][CH:24]=1.[Na+:26] |f:2.3,5.6|. Reported procedure: A 300-ml three-necked flask equipped with a thermometer, stirrer, dropping funnel and nitrogen inlet and outlet lines was charged with 110 g (1.12 moles) of concentrated sulfuric acid and 60 g (0.23 mole) of triphenylphosphine, and the air in the flask was replaced with nitrogen. To the contents with stirring 220 g of fuming sulfuric acid (content of sulfur trioxide: 25% by weight; moles of sulfur trioxide: 0.69 mole) was added dropwise over 1 hour, while the inside temperature was maintained at... The reactants are ClC1=C(C(=O)NC2=NOC(=C2)C2=CC=C(C=C2)Cl)C(=CC=C1)Cl (2,6-Dichloro-N-(5-(4-chlorophenyl)-3-isoxazolyl)benzamide), III, CI (methyl iodide). Solvent: C[O-].[Na+] (sodium methoxide). Reaction conditions: time 15 minute. Yields the product ClC1=C(C(=O)N(C2=NOC(=C2)C2=CC=C(C=C2)Cl)C)C(=CC=C1)Cl (2,6-DICHLORO-N-METHYL-N-(5-(4-CHLOROPHENYL)-3-ISOXAZOLYL)BENZAMIDE). Reaction SMILES: [Cl:1][C:2]1[CH:22]=[CH:21][CH:20]=[C:19]([Cl:23])[C:3]=1[C:4]([NH:6][C:7]1[CH:11]=[C:10]([C:12]2[CH:17]=[CH:16][C:15]([Cl:18])=[CH:14][CH:13]=2)[O:9][N:8]=1)=[O:5].[CH3:24]I>C[O-].[Na+]>[Cl:1][C:2]1[CH:22]=[CH:21][CH:20]=[C:19]([Cl:23])[C:3]=1[C:4]([N:6]([CH3:24])[C:7]1[CH:11]=[C:10]([C:12]2[CH:13]=[CH:14][C:15]([Cl:18])=[CH:16][CH:17]=2)[O:9][N:8]=1)=[O:5] |f:2.3|. Procedure: 2,6-Dichloro-N-(5-(4-chlorophenyl)-3-isoxazolyl)benzamide (1 gram prepared according to the teaching of synthesis route III and Example 15) and sodium methoxide (160 milligrams in 100 ml. methanol) were placed in a reaction vessel and stirred for about 15 minutes. Excess methyl iodide was added and the reaction mixture was then heated to reflux for 4 hours. Upon cooling a solid formed which was filtered and then recrystallized from ethanol. NMR analysis confirmed that the final product was a mix... The reactants are aldehyde, C(#N)[BH3-].[Na+] (sodium cyanoborohydride), ice water, C([O-])([O-])=O.[Na+].[Na+] (sodium carbonate), COC1=CC=C(C=O)C=C1 (p-methoxybenzaldehyde), C(#N)[BH3-].[Na+] (sodium cyanoborohydride), NC1=NC=2C3=C(CCC2C=N1)C(=NN3C)C(=O)N (8-amino-1-methyl-4,5-dihydro-1H-pyrazolo[4,3-h]quinazoline-3-carboxamide). Solvent: C(C)(=O)O.CO.O (acetic acid methanol water). Reaction conditions: time 7 hour. The product is COC1=CC=C(CNC2=NC=3C4=C(CCC3C=N2)C(=NN4C)C(=O)N)C=C1 (8-[(4-methoxybenzyl)amino]-1-methyl-4,5-dihydro-1H-pyrazolo[4,3-h]quinazoline-3-carboxamide). Reaction SMILES: [NH2:1][C:2]1[N:11]=[CH:10][C:9]2[CH2:8][CH2:7][C:6]3[C:12]([C:16]([NH2:18])=[O:17])=[N:13][N:14]([CH3:15])[C:5]=3[C:4]=2[N:3]=1.[CH3:19][O:20][C:21]1[CH:28]=[CH:27][C:24]([CH:25]=O)=[CH:23][CH:22]=1.C([BH3-])#N.[Na+].C(=O)([O-])[O-].[Na+].[Na+]>C(O)(=O)C.CO.O>[CH3:19][O:20][C:21]1[CH:28]=[CH:27][C:24]([CH2:25][NH:1][C:2]2[N:11]=[CH:10][C:9]3[CH2:8][CH2:7][C:6]4[C:12]([C:16]([NH2:18])=[O:17])=[N:13][N:14]([CH3:15])[C:5]=4[C:4]=3[N:3]=2)=[CH:23][CH:22]=1 |f:2.3,4.5.6,7.8.9|. Procedure: To a solution of 8-amino-1-methyl-4,5-dihydro-1H-pyrazolo[4,3-h]quinazoline-3-carboxamide (244 mg, 1.0 mmol) in a mixture of glacial acetic acid/methanol/water (1:1:1) (30 mL) in a round-bottom flask were added p-methoxybenzaldehyde (0.44 mL, 450 mg, 3.0 mmol) and then 85% sodium cyanoborohydride (210 mg, 2.0 mmol). The solution was stirred at room temperature for 7 hours. At that time further amount of aldehyde (0.44 mL) and sodium cyanoborohydride (210 mg) were added and stirring was continued...